From a dataset of the Open Reaction Database (ORD), a public repository of structured organic reaction records. describe an organic reaction: reactants, conditions, products, and yield Reactants: [H-].[Na+] (sodium hydride), Cl (hydrochloric acid), [I-].C[S+](=O)(C)C (trimethylsulfoxonium iodide), C1(=CC=CC=C1)C(OC(=O)C(=C)C1=C(C(=C(C(=O)OC)C(=C1F)F)F)F)C1=CC=CC=C1 (methyl 4-(1-diphenylmethoxycarbonylvinyl)-2,3,5,6-tetrafluorobenzoate). Run in O (water), C(C)(=O)OCC (ethyl acetate), CN(C=O)C (N,N-dimethylformamide). Conditions: time 1 hour. The product is C1(=CC=CC=C1)C(OC(=O)C1(CC1)C1=C(C(=C(C(=O)OC)C(=C1F)F)F)F)C1=CC=CC=C1 (methyl 4-(1-diphenylmethoxycarbonylcyclopropyl)-2,3,5,6-tetrafluorobenzoate). The yield is 66.1%. Reaction SMILES: [H-].[Na+].[I-].[CH3:4][S+](C)(C)=O.[C:9]1([CH:15]([C:35]2[CH:40]=[CH:39][CH:38]=[CH:37][CH:36]=2)[O:16][C:17]([C:19]([C:21]2[C:30]([F:31])=[C:29]([F:32])[C:24]([C:25]([O:27][CH3:28])=[O:26])=[C:23]([F:33])[C:22]=2[F:34])=[CH2:20])=[O:18])[CH:14]=[CH:13][CH:12]=[CH:11][CH:10]=1.Cl>CN(C)C=O.O.C(OCC)(=O)C>[C:35]1([CH:15]([C:9]2[CH:14]=[CH:13][CH:12]=[CH:11][CH:10]=2)[O:16][C:17]([C:19]2([C:21]3[C:22]([F:34])=[C:23]([F:33])[C:24]([C:25]([O:27][CH3:28])=[O:26])=[C:29]([F:32])[C:30]=3[F:31])[CH2:4][CH2:20]2)=[O:18])[CH:36]=[CH:37][CH:38]=[CH:39][CH:40]=1 |f:0.1,2.3|. Procedure details: In 330 ml of N,N-dimethylformamide was suspended 3.7 g of 60% sodium hydride. To the resulting suspension was added 20.2 g of trimethylsulfoxonium iodide with ice-cooling. The resulting mixture was stirred at room temperature for 1 hour. Thereto was added 33.0 g of methyl 4-(1-diphenylmethoxycarbonylvinyl)-2,3,5,6-tetrafluorobenzoate. The resulting mixture was stirred at the same temperature for 2 hours. To the reaction mixture were added 300 ml of ethyl acetate and 900 ml of water in this order... Reactants: CCOC(C)=O, CC(=O)Cl, O=c1cc(O)cc[nH]1. Yields the product CC(=O)Oc1cc[nH]c(=O)c1. Reaction SMILES: [CH3:13][CH2:14][O:15][C:16](=[O:17])[CH3:18].[CH3:9][C:10]([Cl:11])=[O:12].[OH:1][c:2]1[cH:3][c:4](=[O:8])[nH:5][cH:6][cH:7]1>>[O:1]([c:2]1[cH:3][c:4](=[O:8])[nH:5][cH:6][cH:7]1)[C:10]([CH3:9])=[O:12]. The reactants are CC(C)(C)OC(=O)Nc1nc(-c2ccc(S(C)(=O)=O)cc2)ns1, ClCCl, O=C(O)C(F)(F)F, COc1ccccc1. Product: CS(=O)(=O)c1ccc(-c2nsc(N)n2)cc1. RXN SMILES: [CH3:1][S:2](=[O:3])(=[O:4])[c:5]1[cH:6][cH:7][c:8](-[c:11]2[n:12][s:13][c:14]([NH:16][C:17](=[O:18])[O:19][C:20]([CH3:21])([CH3:22])[CH3:23])[n:15]2)[cH:9][cH:10]1.[Cl:39][CH2:40][Cl:41].[F:32][C:33]([F:34])([F:35])[C:36]([OH:37])=[O:38].[c:24]1([O:25][CH3:26])[cH:27][cH:28][cH:29][cH:30][cH:31]1>>[CH3:1][S:2](=[O:3])(=[O:4])[c:5]1[cH:6][cH:7][c:8](-[c:11]2[n:12][s:13][c:14]([NH2:16])[n:15]2)[cH:9][cH:10]1. Reactants: C(C)N1C=C(C2=C(C=CC(=C12)F)OC)CCO (2-(1-Ethyl-7-fluoro-4-methoxy-1H-indol-3-yl)ethanol), FC=1C=C(C(=C2C(=CNC12)CCO)OC)CCC1=CC=CC=C1 (2-(7-Fluoro-4-methoxy-5-phenethyl-1H-indol-3-yl)ethanol). Yields the product FC=1C=C(C(=C2C(=CN(C12)C)CCO)OC)CCC1=CC=CC=C1 (2-(7-Fluoro-4-methoxy-1-methyl-5-phenethyl-1H-indol-3-yl)ethanol). Isolated yield 69.0%. RXN SMILES: [CH2:1]([N:3]1[C:11]2[C:6](=[C:7]([O:13][CH3:14])[CH:8]=[CH:9][C:10]=2[F:12])[C:5]([CH2:15][CH2:16][OH:17])=[CH:4]1)C.F[C:19]1[CH:20]=[C:21]([CH2:33][CH2:34]C2C=CC=CC=2)[C:22](OC)=[C:23]2[C:27]=1NC=C2CCO>>[F:12][C:10]1[CH:9]=[C:8]([CH2:34][CH2:33][C:21]2[CH:22]=[CH:23][CH:27]=[CH:19][CH:20]=2)[C:7]([O:13][CH3:14])=[C:6]2[C:11]=1[N:3]([CH3:1])[CH:4]=[C:5]2[CH2:15][CH2:16][OH:17]. Procedure: Following the procedure (step 2, scheme 20) used to prepare compound 20-3, compound 23-2 gave compound 23-3 in 69% yield as a colorless oil. 1H NMR (CDCl3, 300 MHz) δ ppm: 7.22-7.29 (m, 5H), 6.79 (s, 1H), 6.70 (d, J=12.9 Hz, 1H), 3.90 (d, J=1.92 Hz, 3H), 3.84-3.89 (m, 2H), 3.74 (s, 3H), 3.05 (d, J=6.0 Hz, 2H), 2.9-2.96 (m, 4H), 2.11 (t, J=5.8 Hz, 1H).